This data is from the Open Reaction Database (ORD), a public repository of structured organic reaction records. The task is: describe an organic reaction: reactants, conditions, products, and yield The reactants are COC1=NC(=CC=C1B(O)O)OC (2,6-dimethoxy-3-pyridine boronic acid), BrC=1C=C(C=CC1)NC(COCC(=O)NC1=C(C(=O)O)C=C(C=C1)Cl)=O (2-[((2-[(3-bromophenyl)amino]-2-oxoethoxy)acetyl)amino]-5-chlorobenzoic acid), methyl ester. The product is ClC=1C=CC(=C(C(=O)O)C1)NC(COCC(=O)NC1=CC(=CC=C1)C=1C(=NC(=CC1)OC)OC)=O (5-chloro-2-([(2-([3-(2,6-dimethoxypyridin-3-yl)phenyl]amino)-2-oxoethoxy)acetyl]amino)benzoic acid). RXN SMILES: [CH3:1][O:2][C:3]1[C:8](B(O)O)=[CH:7][CH:6]=[C:5]([O:12][CH3:13])[N:4]=1.Br[C:15]1[CH:16]=[C:17]([NH:21][C:22](=[O:39])[CH2:23][O:24][CH2:25][C:26]([NH:28][C:29]2[CH:37]=[CH:36][C:35]([Cl:38])=[CH:34][C:30]=2[C:31]([OH:33])=[O:32])=[O:27])[CH:18]=[CH:19][CH:20]=1>>[Cl:38][C:35]1[CH:36]=[CH:37][C:29]([NH:28][C:26](=[O:27])[CH2:25][O:24][CH2:23][C:22]([NH:21][C:17]2[CH:18]=[CH:19][CH:20]=[C:15]([C:8]3[C:3]([O:2][CH3:1])=[N:4][C:5]([O:12][CH3:13])=[CH:6][CH:7]=3)[CH:16]=2)=[O:39])=[C:30]([CH:34]=1)[C:31]([OH:33])=[O:32]. Reported procedure: Using the same method as in Example 19-(ii), 2,6-dimethoxy-3-pyridine boronic acid was reacted with the 2-[((2-[(3-bromophenyl)amino]-2-oxoethoxy)acetyl)amino]-5-chlorobenzoic acid.methyl ester obtained in Example 19-(i) to give 5-chloro-2-([(2-([3-(2,6-dimethoxypyridin-3-yl)phenyl]amino)-2-oxoethoxy)acetyl]amino)benzoic acid.methyl ester (yield: 51%). Reactants: COC(C1=C(C(=CC=C1)C)NS(=O)(=O)C1=CC=C(C=C1)OC)=O (2-(4-Methoxy-benzenesulfonylamino)-3-methyl-benzoic acid methyl ester), [H-].[Na+] (sodium hydride), IC (iodomethane). The solvent is CCOCC (ether), CN(C)C=O (DMF). Reaction conditions: time 30 minute. Yields the product COC(C1=C(C(=CC=C1)C)N(C)S(=O)(=O)C1=CC=C(C=C1)OC)=O (2-[(4-Methoxybenzenesulfonyl)-methylamino]-3-methyl-benzoic acid methyl ester). The yield is 75.6%. RXN SMILES: [CH3:1][O:2][C:3](=[O:23])[C:4]1[CH:9]=[CH:8][CH:7]=[C:6]([CH3:10])[C:5]=1[NH:11][S:12]([C:15]1[CH:20]=[CH:19][C:18]([O:21][CH3:22])=[CH:17][CH:16]=1)(=[O:14])=[O:13].[H-].[Na+].I[CH3:27]>CN(C=O)C.CCOCC>[CH3:1][O:2][C:3](=[O:23])[C:4]1[CH:9]=[CH:8][CH:7]=[C:6]([CH3:10])[C:5]=1[N:11]([S:12]([C:15]1[CH:16]=[CH:17][C:18]([O:21][CH3:22])=[CH:19][CH:20]=1)(=[O:14])=[O:13])[CH3:27] |f:1.2|. Procedure details: To a solution of 1.0 g (2.985 mmol) of the product of Example 3 in 10 mL of DMF was added 0.149 g (3.731 mmol) of 60% sodium hydride. The resulting mixture was stirred for 30 minutes at room temperature and then 0.28 mL (4.478 mmol) of iodomethane was added. The reaction was then stirred for 18 h, and next diluted with ether. The organics were washed with water, dried over MgSO4, filtered and concentrated in vacuo to provide a white solid. The solid was washed with ether/hexanes (1:1) to give 0.... Reactants: Cl.N12CC(C(CC1)CC2)=O (quinuclidin-3-one hydrochloride), C[O-].[Na+] (sodium methoxide). Run in CO (methanol), CO (methanol). Reaction conditions: time 16 hour. Product: N12CC(C(CC1)CC2)=O (Quinuclidin-3-one). Reaction SMILES: Cl.[N:2]12[CH2:9][CH2:8][CH:5]([CH2:6][CH2:7]1)[C:4](=[O:10])[CH2:3]2.C[O-].[Na+]>CO>[N:2]12[CH2:9][CH2:8][CH:5]([CH2:6][CH2:7]1)[C:4](=[O:10])[CH2:3]2 |f:0.1,2.3|. Reported procedure: 100 g (0.62 mol) of quinuclidin-3-one hydrochloride are suspended in 2 l of methanol. At 0° C., a solution of 33.4 g (0.62 mol) of sodium methoxide in 250 ml of methanol is slowly added dropwise. The mixture is stirred at room temperature for 16 h. The resulting precipitate is filtered off with suction, and the filtrate is concentrated in vacuo. The residue is partitioned between chloroform and water and extracted with chloroform. The combined organic phases are dried over sodium sulfate and con... Yield: 14.0%. Conditions: temperature 100 celsius. The solvent is O (water), C(C)(=O)OCC (ethyl acetate). Yields the product FC1=C(C(=O)C2C(C3=C(SC=C3)C2)=O)C=CC=C1 (5-(2-Fluoro-benzoyl)-5,6-dihydro-cyclopenta[b]thiophen-4-one). The reactants are S1C2=C(C=C1)C(CC2)=O (5,6-Dihydro-cyclopenta[b]thiophen-4-one), [H-].[Na+] (NaH), C1CCOC1 (THF), Cl (HCl), C(C)OC(C1=CC(=CC=C1)F)=O (3-Fluoro-benzoic acid ethyl ester). Procedure: 5,6-Dihydro-cyclopenta[b]thiophen-4-one (2.1 g, 15.0 mmol) in 15 mL of THF was treated with NaH (60 percent, 1.5 g, 36 mmol). After the addition of 3-Fluoro-benzoic acid ethyl ester, the reaction mixture was heated at 100° C. for 8 hr. The solution was cooled to room temperature and poured into water. The resulting mixture was acidified with concentrated HCl and was added with ethyl acetate (70 mL). The organic layer was collected, brined, dried over MgSO4(s), and concentrated under reduced pres... Reaction SMILES: [S:1]1[CH:5]=[CH:4][C:3]2[C:6](=[O:9])[CH2:7][CH2:8][C:2]1=2.[H-].[Na+].C(OC(=O)[C:16]1C=CC=[C:18]([F:22])[CH:17]=1)C.Cl.[CH2:25]1[CH2:29][O:28][CH2:27][CH2:26]1>C(OCC)(=O)C.O>[F:22][C:18]1[CH:17]=[CH:16][CH:29]=[CH:25][C:26]=1[C:27]([CH:7]1[CH2:8][C:2]2[S:1][CH:5]=[CH:4][C:3]=2[C:6]1=[O:9])=[O:28] |f:1.2|.